From a dataset of the Open Reaction Database (ORD), a public repository of structured organic reaction records. describe an organic reaction: reactants, conditions, products, and yield Reactants: C1CCOC1, CC(C)(C)[O-], CI, [K+], CCOC(=O)C1CCCCC1=O. Yields the product CCOC(=O)C1(C)CCCCC1=O. RXN SMILES: [CH2:21]1[O:22][CH2:23][CH2:24][CH2:25]1.[CH3:13][C:14]([CH3:15])([O-:16])[CH3:17].[I:19][CH3:20].[K+:18].[O:1]=[C:2]1[CH:3]([C:8](=[O:9])[O:10][CH2:11][CH3:12])[CH2:4][CH2:5][CH2:6][CH2:7]1>>[O:1]=[C:2]1[C:3]([C:8](=[O:9])[O:10][CH2:11][CH3:12])([CH3:13])[CH2:4][CH2:5][CH2:6][CH2:7]1.